This data is from the Open Reaction Database (ORD), a public repository of structured organic reaction records. The task is: describe an organic reaction: reactants, conditions, products, and yield Product: Cc1cc(-n2ncc(=O)[nH]c2=O)cc(Cl)c1Oc1ccc(O)c(S(=O)(=O)c2ccccc2)c1. Reactants: ClB(Cl)Cl, COc1ccc(Oc2c(C)cc(-n3ncc(=O)[nH]c3=O)cc2Cl)cc1S(=O)(=O)c1ccccc1, ClCCl. As a reaction SMILES: [B:35]([Cl:36])([Cl:37])[Cl:38].[Cl:1][c:2]1[cH:3][c:4](-[n:27]2[n:28][cH:29][c:30](=[O:34])[nH:31][c:32]2=[O:33])[cH:5][c:6]([CH3:26])[c:7]1[O:8][c:9]1[cH:10][c:11]([S:17](=[O:18])(=[O:19])[c:20]2[cH:21][cH:22][cH:23][cH:24][cH:25]2)[c:12]([O:15][CH3:16])[cH:13][cH:14]1.[Cl:39][CH2:40][Cl:41]>>[Cl:1][c:2]1[cH:3][c:4](-[n:27]2[n:28][cH:29][c:30](=[O:34])[nH:31][c:32]2=[O:33])[cH:5][c:6]([CH3:26])[c:7]1[O:8][c:9]1[cH:10][c:11]([S:17](=[O:18])(=[O:19])[c:20]2[cH:21][cH:22][cH:23][cH:24][cH:25]2)[c:12]([OH:15])[cH:13][cH:14]1. The reactants are C(CCC)(=O)C=1C=NC2=C(C=CC=C2C1NC1=C(C=C(C=C1)F)C)O (3-butyryl-4-(4-fluoro-2-methylphenyl-amino)-8-hydroxyquinoline), CC(C)([O-])C.[K+] (potassium t-butoxide), ClCCO (2-chloroethanol). Run in O1CCCC1 (tetrahydrofuran). Reaction conditions: time 2 day. The product is C(CCC)(=O)C=1C=NC2=C(C=CC=C2C1NC1=C(C=C(C=C1)F)C)OCCO (3-butyryl-4-(4-fluoro-2-methylphenylamino)-8-(2-hydroxyethoxy)quinoline), solid. Yield: 23.0%. Reaction SMILES: [C:1]([C:6]1[CH:7]=[N:8][C:9]2[C:14]([C:15]=1[NH:16][C:17]1[CH:22]=[CH:21][C:20]([F:23])=[CH:19][C:18]=1[CH3:24])=[CH:13][CH:12]=[CH:11][C:10]=2[OH:25])(=[O:5])[CH2:2][CH2:3][CH3:4].[CH3:26][C:27](C)([O-:29])C.[K+].ClCCO>O1CCCC1>[C:1]([C:6]1[CH:7]=[N:8][C:9]2[C:14]([C:15]=1[NH:16][C:17]1[CH:22]=[CH:21][C:20]([F:23])=[CH:19][C:18]=1[CH3:24])=[CH:13][CH:12]=[CH:11][C:10]=2[O:25][CH2:26][CH2:27][OH:29])(=[O:5])[CH2:2][CH2:3][CH3:4] |f:1.2|. Procedure details: A solution of 3-butyryl-4-(4-fluoro-2-methylphenyl-amino)-8-hydroxyquinoline (3.2 g, 9.4 mmol) and potassium t-butoxide (1.83 g, 15 mmol) in tetrahydrofuran (75 ml) was warmed to reflux, 2-chloroethanol (1.3 ml, 20 mmol) added, and heating continued for 2 days. The solvent was evaporated, the residue taken up in dichloromethane, washed with water and brine, dried and evaporated. Chromatography (silica gel, 5% methanol in dichloromethane) gave initially recovered starting material, followed by pr...